Dataset: the Open Reaction Database (ORD), a public repository of structured organic reaction records. Task: describe an organic reaction: reactants, conditions, products, and yield Reported procedure: To a solution of sodium ethoxide, prepared by adding solid sodium metal (64.4 mg, 2.80 mmol) to ethanol (10 mL), was added a solution of 2-(4-fluoro-1H-pyrazol-1-yl)propanenitrile (390 mg, 2.80 mmol) in ethanol (2 mL). The reaction mixture was stirred at 70° C. for 18 h. The mixture was cooled to room temperature and used without further purification. MS (EI+) (M+) 186; GCMS retention time: 1.27 min (Method O). The product is FC=1C=NN(C1)C(C(OCC)=N)C (Ethyl 2-(4-fluoro-1H-pyrazol-1-yl)propanimidate). The solvent is C(C)O (ethanol), C(C)O (ethanol). Reactants: [O-]CC.[Na+] (sodium ethoxide), [Na] (sodium), FC=1C=NN(C1)C(C#N)C (2-(4-fluoro-1H-pyrazol-1-yl)propanenitrile). As a reaction SMILES: [O-:1][CH2:2][CH3:3].[Na+].[Na].[F:6][C:7]1[CH:8]=[N:9][N:10]([CH:12]([CH3:15])[C:13]#[N:14])[CH:11]=1>C(O)C>[F:6][C:7]1[CH:8]=[N:9][N:10]([CH:12]([CH3:15])[C:13](=[NH:14])[O:1][CH2:2][CH3:3])[CH:11]=1 |f:0.1,^1:4|. Run at temperature 70 celsius, time 18 hour.